Dataset: the Open Reaction Database (ORD), a public repository of structured organic reaction records. Task: describe an organic reaction: reactants, conditions, products, and yield The reactants are BrC1=CC=C(C(=O)C2=CC=C(C=C2)F)C=C1 (4-bromo-4′-fluorobenzophenone), [Cl-].[Al+3].[Cl-].[Cl-] (aluminum chloride), FC1=CC=CC=C1 (fluorobenzene), BrC1=CC=C(C(=O)Cl)C=C1 (4-bromobenzoyl chloride). Run at time 24 hour. Product: FC1=CC=C(C(=O)C2=CC=C(C=C2)C#CC2=CC=CC=C2)C=C1 (4-fluoro-4′-(phenylethynyl)benzophenone). Reaction SMILES: Br[C:2]1[CH:16]=[CH:15][C:5]([C:6]([C:8]2[CH:13]=[CH:12][C:11]([F:14])=[CH:10][CH:9]=2)=[O:7])=[CH:4][CH:3]=1.F[C:18]1[CH:23]=[CH:22][CH:21]=[CH:20][CH:19]=1.Br[C:25]1C=CC(C(Cl)=O)=C[CH:26]=1.[Cl-].[Al+3].[Cl-].[Cl-]>>[F:14][C:11]1[CH:12]=[CH:13][C:8]([C:6]([C:5]2[CH:15]=[CH:16][C:2]([C:25]#[C:26][C:18]3[CH:23]=[CH:22][CH:21]=[CH:20][CH:19]=3)=[CH:3][CH:4]=2)=[O:7])=[CH:9][CH:10]=1 |f:3.4.5.6|. Procedure: 4-bromo-4′-fluorobenzophenone: fluorobenzene (6.89 g, 71.7 mmol), 4-bromobenzoyl chloride (7.86 g, 35.8 mmol), and aluminum chloride (4.78 g, 35.8 mmol) were combined and stirred for 24 h at room temperature. The resulting mixture was poured over ice, and then filtered. The solid was dissolved in hot ethanol, treated with decolorizing charcoal, and filtered; white crystals of the title compound formed upon cooling of the ethanol solution and were isolated by filtration. The reactants are C(=O)(O)[O-].[Na+] (NaHCO3), C(C)(=O)[O-].[NH4+] (Ammonium acetate), [C-]#N.[K+] (potassium cyanide), CC1=C(C(=CC(=C1)NC)C)/C=C/S(=O)(=O)N1CCC(CC1)=O (1-[(E)-2-(2,6-dimethyl-4-methylamino-phenyl)-ethenesulfonyl]-piperidin-4-one). The solvent is CO (MeOH). Reaction conditions: temperature 60 celsius, time 3 hour. Product: NC1(CCN(CC1)S(=O)(=O)\C=C\C1=C(C=C(C=C1C)NC)C)C#N (4-amino-1-[(E)-2-(2,6-dimethyl-4-methylamino-phenyl)-ethenesulfonyl]-piperidine-4-carbonitrile). Yield: 89.9%. As a reaction SMILES: C([O-])(=O)C.[NH4+:5].[C-:6]#[N:7].[K+].[CH3:9][C:10]1[CH:15]=[C:14]([NH:16][CH3:17])[CH:13]=[C:12]([CH3:18])[C:11]=1/[CH:19]=[CH:20]/[S:21]([N:24]1[CH2:29][CH2:28][C:27](=O)[CH2:26][CH2:25]1)(=[O:23])=[O:22].C([O-])(O)=O.[Na+]>CO>[NH2:5][C:27]1([C:6]#[N:7])[CH2:28][CH2:29][N:24]([S:21](/[CH:20]=[CH:19]/[C:11]2[C:10]([CH3:9])=[CH:15][C:14]([NH:16][CH3:17])=[CH:13][C:12]=2[CH3:18])(=[O:23])=[O:22])[CH2:25][CH2:26]1 |f:0.1,2.3,5.6|. Reported procedure: Ammonium acetate (686 mg, 8.91 mmol) and potassium cyanide (541 mg, 8.31 mmol) were added to a solution of 1-[(E)-2-(2,6-dimethyl-4-methylamino-phenyl)-ethenesulfonyl]-piperidin-4-one (1.91 g, 5.94 mmol) in MeOH (20 ml), and the mixture was heated with stirring at 60° C. for three hours. The mixed reaction solution was cooled and a saturated aqueous NaHCO3 solution was then added, followed by extraction with ethyl acetate. The organic layer was sequentially washed with water and saturated brine,... Reactants: ClC=1C=C2C(=NC1)NC=C2C2=NC=C(C(=N2)N[C@@H]2CN(CC2)S(=O)(=O)C)F ((S)-2-(5-chloro-1H-pyrrolo[2,3-b]pyridin-3-yl)-5-fluoro-N-(1-(methylsulfonyl)pyrrolidin-3-yl)pyrimidin-4-amine), O1CC(CC1)C(=O)O (tetrahydrofuran-3-carboxylic acid). Yields the product ClC=1C=C2C(=NC1)NC=C2C2=NC=C(C(=N2)N[C@@H]2CN(CC2)C(=O)C2COCC2)F (((S)-3-(2-(5-chloro-1H-pyrrolo[2,3-b]pyridin-3-yl)-5-fluoropyrimidin-4-ylamino)pyrrolidin-1-yl)(tetrahydrofuran-3-yl)methanone). Isolated yield 52.0%. Reaction SMILES: [Cl:1][C:2]1[CH:3]=[C:4]2[C:10]([C:11]3[N:16]=[C:15]([NH:17][C@H:18]4[CH2:22][CH2:21][N:20](S(C)(=O)=O)[CH2:19]4)[C:14]([F:27])=[CH:13][N:12]=3)=[CH:9][NH:8][C:5]2=[N:6][CH:7]=1.[O:28]1[CH2:32][CH2:31][CH:30]([C:33](O)=[O:34])[CH2:29]1>>[Cl:1][C:2]1[CH:3]=[C:4]2[C:10]([C:11]3[N:16]=[C:15]([NH:17][C@H:18]4[CH2:22][CH2:21][N:20]([C:33]([CH:30]5[CH2:31][CH2:32][O:28][CH2:29]5)=[O:34])[CH2:19]4)[C:14]([F:27])=[CH:13][N:12]=3)=[CH:9][NH:8][C:5]2=[N:6][CH:7]=1. Reported procedure: According to the procedure for compound 398 using tetrahydrofuran-3-carboxylic acid (35 mg, 0.30 mmol) afforded 22.2 mg (52% yield) of 478, as a solid. Reactants: BrC1=CC2=C(N=C(N=C2)S(=O)C)N(C1=O)C1CCCC1 (6-Bromo-8-cyclopentyl-2-methanesulfinyl-8H-pyrido[2,3-d]pyrimidin-7-one), NC1=NC=CC=C1 (2-aminopyridine). Product: BrC1=CC2=C(N=C(N=C2)NC2=NC=CC=C2)N(C1=O)C1CCCC1 (6-bromo-8-cyclopentyl-2-(pyridin-2-ylamino)-8H-pyrido[2,3-d]pyrimidin-7-one). Yield: 37.0%. RXN SMILES: [Br:1][C:2]1[C:14](=[O:15])[N:13]([CH:16]2[CH2:20][CH2:19][CH2:18][CH2:17]2)[C:5]2[N:6]=[C:7](S(C)=O)[N:8]=[CH:9][C:4]=2[CH:3]=1.[NH2:21][C:22]1[CH:27]=[CH:26][CH:25]=[CH:24][N:23]=1>>[Br:1][C:2]1[C:14](=[O:15])[N:13]([CH:16]2[CH2:20][CH2:19][CH2:18][CH2:17]2)[C:5]2[N:6]=[C:7]([NH:21][C:22]3[CH:27]=[CH:26][CH:25]=[CH:24][N:23]=3)[N:8]=[CH:9][C:4]=2[CH:3]=1. Reported procedure: 6-Bromo-8-cyclopentyl-2-methanesulfinyl-8H-pyrido[2,3-d]pyrimidin-7-one and 2-aminopyridine were reacted according to the procedure outlined in Example 37 to provide 6-bromo-8-cyclopentyl-2-(pyridin-2-ylamino)-8H-pyrido[2,3-d]pyrimidin-7-one in 37% yield. mp: 273˜275° C. Anal. Calc'd for C17H16BrN5O.0.1H2O: C, 52.62; H, 4.21; N, 18.05. Found: C, 52.23; H, 4.10; N, 17.91. M++1: Calc'd: 386.05, Found 385.9. Reactants: ClCCl, Cn1nccc1-c1cc(N)ccc1OCCN1CCCCC1, O=C=Nc1ccccc1F. The product is Cn1nccc1-c1cc(NC(=O)Nc2ccccc2F)ccc1OCCN1CCCCC1. RXN SMILES: [CH2:33]([Cl:34])[Cl:35].[CH3:1][n:2]1[n:3][cH:4][cH:5][c:6]1-[c:7]1[cH:8][c:9]([NH2:22])[cH:10][cH:11][c:12]1[O:13][CH2:14][CH2:15][N:16]1[CH2:17][CH2:18][CH2:19][CH2:20][CH2:21]1.[F:23][c:24]1[c:25]([N:30]=[C:31]=[O:32])[cH:26][cH:27][cH:28][cH:29]1>>[CH3:1][n:2]1[n:3][cH:4][cH:5][c:6]1-[c:7]1[cH:8][c:9]([NH:22][C:31]([NH:30][c:25]2[c:24]([F:23])[cH:29][cH:28][cH:27][cH:26]2)=[O:32])[cH:10][cH:11][c:12]1[O:13][CH2:14][CH2:15][N:16]1[CH2:17][CH2:18][CH2:19][CH2:20][CH2:21]1. The reactants are CC(=O)OCc1cc(-c2nn(C)c(OC(F)F)c2Cl)ccc1Cl, Cl, [Na+], C1COCCO1, [OH-], O. Product: Cn1nc(-c2ccc(Cl)c(CO)c2)c(Cl)c1OC(F)F. As a reaction SMILES: [C:3](=[O:4])([CH3:5])[O:6][CH2:7][c:8]1[cH:9][c:10](-[c:15]2[n:16][n:17]([CH3:25])[c:18]([O:21][CH:22]([F:23])[F:24])[c:19]2[Cl:20])[cH:11][cH:12][c:13]1[Cl:14].[ClH:26].[Na+:2].[O:27]1[CH2:28][CH2:29][O:30][CH2:31][CH2:32]1.[OH-:1].[OH2:33]>>[OH:6][CH2:7][c:8]1[cH:9][c:10](-[c:15]2[n:16][n:17]([CH3:25])[c:18]([O:21][CH:22]([F:23])[F:24])[c:19]2[Cl:20])[cH:11][cH:12][c:13]1[Cl:14]. As a reaction SMILES: [C:12]([CH3:13])([CH3:14])([CH3:15])[NH2:16].[CH3:17][C:18]#[N:19].[Cl:1][c:2]1[n:3][c:4]([Cl:11])[c:5]([F:10])[cH:6][c:7]1[C:8]#[N:9]>>[Cl:1][c:2]1[n:3][c:4]([NH:16][C:12]([CH3:13])([CH3:14])[CH3:15])[c:5]([F:10])[cH:6][c:7]1[C:8]#[N:9]. Reactants: CC(C)(C)N, CC#N, N#Cc1cc(F)c(Cl)nc1Cl. The product is CC(C)(C)Nc1nc(Cl)c(C#N)cc1F. Starting materials: C(C=C(C)C)C1=C(C=C(C=C1OC)OC(C)CC)O (2-prenyl-3-methoxy-5-sec.butoxy-phenol), IN1C(CCC1=O)=O (N-iodo-succinimide), ClCCl (dichloro methane). Solvent: O (water). Run at temperature 30 celsius, time 1 hour. Product: COC1=C2C=CC(OC2=C(C=C1)OC(C)CC)(C)C (5-methoxy-8-sec.butoxy-2,2-dimethyl-2H-chromene). The yield is 95.0%. Reaction SMILES: [CH2:1]([C:6]1[C:11]([O:12][CH3:13])=[CH:10][C:9](OC(CC)C)=[CH:8][C:7]=1[OH:19])[CH:2]=[C:3]([CH3:5])[CH3:4].IN1C(=O)[CH2:24][CH2:23][C:22]1=[O:27].Cl[CH2:29]Cl>O>[CH3:13][O:12][C:11]1[CH:10]=[CH:9][C:8]([O:27][CH:22]([CH2:23][CH3:24])[CH3:29])=[C:7]2[C:6]=1[CH:1]=[CH:2][C:3]([CH3:4])([CH3:5])[O:19]2. Procedure: 5.8 g (22 millimoles) of 2-prenyl-3-methoxy-5-sec.butoxy-phenol are dissolved in 100 ml of dichloro methane, whereupon 5 g (22 millimoles) of N-iodo-succinimide are added. The reaction mixture is stirred at 30° C. for 1 hour, diluted with 200 ml of water, the organic phase is separated washed with a 5% sodium thiosulfate solution, dried and evaporated. The residue is dissolved in 100 ml of a 10% methanolic sodium hydroxide solution and allowed to stand at 50° C. for 2 hours. The solution is dilu...